Dataset: the Open Reaction Database (ORD), a public repository of structured organic reaction records. Task: describe an organic reaction: reactants, conditions, products, and yield The reactants are CCN1CCC(c2cccc(OS(C)(=O)=O)c2F)CC1, ClCCCl. Yields the product CS(=O)(=O)Oc1cccc(C2CCNCC2)c1F. As a reaction SMILES: [CH3:1][S:2](=[O:3])(=[O:4])[O:5][c:6]1[c:7]([F:20])[c:8]([CH:12]2[CH2:13][CH2:14][N:15]([CH2:18][CH3:19])[CH2:16][CH2:17]2)[cH:9][cH:10][cH:11]1.[Cl:21][CH2:22][CH2:23][Cl:24]>>[CH3:1][S:2](=[O:3])(=[O:4])[O:5][c:6]1[c:7]([F:20])[c:8]([CH:12]2[CH2:13][CH2:14][NH:15][CH2:16][CH2:17]2)[cH:9][cH:10][cH:11]1. The reactants are BrCC#CCCCCC (1-bromo-2-octyne), C(C)[Mg]Br (ethyl magnesium bromide), CC(OCC)OC\C=C\C#C ((E)-4-methyl-3,5-dioxa-7-decen-9-yne), [Cl-].[NH4+] (ammonium chloride), cuprous chloride. The solvent is O1CCCC1 (tetrahydrofuran), O1CCCC1 (tetrahydrofuran), O1CCCC1 (tetrahydrofuran). Run at time 10 minute. Yields the product CC(OCC)OC\C=C\C#CCC#CCCCCC ((E)-4-methyl-3,5-dioxa-7-octadecen-9,12-diyne). As a reaction SMILES: C([Mg]Br)C.[CH3:5][CH:6]([O:10][CH2:11]/[CH:12]=[CH:13]/[C:14]#[CH:15])[O:7][CH2:8][CH3:9].Br[CH2:17][C:18]#[C:19][CH2:20][CH2:21][CH2:22][CH2:23][CH3:24].[Cl-].[NH4+]>O1CCCC1>[CH3:5][CH:6]([O:10][CH2:11]/[CH:12]=[CH:13]/[C:14]#[C:15][CH2:17][C:18]#[C:19][CH2:20][CH2:21][CH2:22][CH2:23][CH3:24])[O:7][CH2:8][CH3:9] |f:3.4|. Reported procedure: A solution of ethyl magnesium bromide in tetrahydrofuran (47 mL, 1.17 M) was treated dropwise with a solution of (E)-4-methyl-3,5-dioxa-7-decen-9-yne (7.7 g) in tetrahydrofuran (10 mL). After complete addition, the mixture was heated at 60° for 45 min, cooled to room temperature, treated with anhydrous cuprous chloride (0.35 g, dried at 145° at 0.05 mmHg for 16 hours) and stirred for 10 min. The 1-bromo-2-octyne (7.23 g) in tetrahydrofuran (10 mL) was added dropwise to the above mixture (mild ex... The reactants are C(C)(C)(C)OC(=O)N1CCN(CC1)C(=O)C1=C(N(C2=C1C=NC(=C2)OC)C2=CC=CC=C2)OC2=C(C=CC(=C2)F)C (4-[2-(5-Fluoro-2-methyl-phenoxy)-6-methoxy-1-phenyl-1H-pyrrolo[3,2-c]pyridine-3-carbonyl]-piperazine-1-carboxylic acid tert-butyl ester), Cl.Cl.FC=1C=CC(=C(OC2=C(C=3C=NC(=CC3N2C2=CC=CC=C2)OC)C(=O)N2CCNCC2)C1)C ([2-(5-fluoro-2-methyl-phenoxy)-6-methoxy-1-phenyl-1H-pyrrolo[3,2-c]pyridin-3-yl]-piperazin-1-yl-methanone dihydrochloride), Cl (hydrochloric acid). Yields the product FC=1C=CC(=C(OC2=C(C=3C=NC(=CC3N2C2=CC=CC=C2)OC)C(=O)N2CCNCC2)C1)C ([2-(5-Fluoro-2-methyl-phenoxy)-6-methoxy-1-phenyl-1H-pyrrolo[3,2-c]pyridin-3-yl]-piperazin-1-yl-methanone). Yield: 70.0%. Reaction SMILES: C(OC([N:8]1[CH2:13][CH2:12][N:11]([C:14]([C:16]2[C:20]3[CH:21]=[N:22][C:23]([O:25][CH3:26])=[CH:24][C:19]=3[N:18]([C:27]3[CH:32]=[CH:31][CH:30]=[CH:29][CH:28]=3)[C:17]=2[O:33][C:34]2[CH:39]=[C:38]([F:40])[CH:37]=[CH:36][C:35]=2[CH3:41])=[O:15])[CH2:10][CH2:9]1)=O)(C)(C)C.Cl.Cl.Cl.FC1C=CC(C)=C(C=1)OC1N(C2C=CC=CC=2)C2C=C(OC)N=CC=2C=1C(N1CCNCC1)=O>>[F:40][C:38]1[CH:37]=[CH:36][C:35]([CH3:41])=[C:34]([CH:39]=1)[O:33][C:17]1[N:18]([C:27]2[CH:28]=[CH:29][CH:30]=[CH:31][CH:32]=2)[C:19]2[CH:24]=[C:23]([O:25][CH3:26])[N:22]=[CH:21][C:20]=2[C:16]=1[C:14]([N:11]1[CH2:10][CH2:9][NH:8][CH2:13][CH2:12]1)=[O:15] |f:2.3.4|. Reported procedure: The compound of step 1 (27.0 mg, 48.1 μmol) was reacted analogously as described in example 1, step 7. Dissolution of the obtained solid in a small quantity of MOH, addition of hydrochloric acid (0.1 M) and lyophilization overnight yielded 15.5 mg of the title compound in the form of the [2-(5-fluoro-2-methyl-phenoxy)-6-methoxy-1-phenyl-1H-pyrrolo[3,2-c]pyridin-3-yl]-piperazin-1-yl-methanone dihydrochloride. Reactants: OC(C(C(=O)OCC)NC(=O)C=1C(=NN(C1)C)C(F)(F)F)C=C (ethyl 3-hydroxy-2-[(1-methyl-3-trifluoromethyl-1H-pyrazole-4-carbonyl)amino]pent-4-enoate), CN (methylamine). Run in CO (methanol). Conditions: time 16 hour. Yields the product OC(C(C(NC)=O)NC(=O)C=1C(=NN(C1)C)C(F)(F)F)C=C (N-(2-Hydroxy-1-methylcarbamoylbut-3-enyl)-1-methyl-3-trifluoromethyl-1H-pyrazole-4-carboxamide). RXN SMILES: [OH:1][CH:2]([CH:22]=[CH2:23])[CH:3]([NH:9][C:10]([C:12]1[C:13]([C:18]([F:21])([F:20])[F:19])=[N:14][N:15]([CH3:17])[CH:16]=1)=[O:11])[C:4]([O:6]CC)=O.[CH3:24][NH2:25]>CO>[OH:1][CH:2]([CH:22]=[CH2:23])[CH:3]([NH:9][C:10]([C:12]1[C:13]([C:18]([F:19])([F:20])[F:21])=[N:14][N:15]([CH3:17])[CH:16]=1)=[O:11])[C:4](=[O:6])[NH:25][CH3:24]. Procedure details: 1.65 g (4.92 mmol) of ethyl 3-hydroxy-2-[(1-methyl-3-trifluoromethyl-1H-pyrazole-4-carbonyl)amino]pent-4-enoate were dissolved in methanol. At 0° C., methylamine gas was introduced for 1 h. After 16 h of stirring at RT, the solvent was removed and the residue was recrystallized from acetone. The precipitate gave 0.65 g of erythro title compound as a colorless powder, the filtrate contained 0.75 g of isomer mixture. Accordingly, the total yield was 1.40 g (89% of theory).